This data is from the Open Reaction Database (ORD), a public repository of structured organic reaction records. The task is: describe an organic reaction: reactants, conditions, products, and yield Starting materials: C1(CCCCC1)CCCN1CC2C(C2C1)(C)C=1C=C(C=CC1)N (3-[3-(3-cyclohexylpropyl)-6-methyl-3-azabicyclo[3.1.0]-hex-6-yl]phenylamine), N1=CC=CC=C1 (pyridine), CS(=O)(=O)Cl (methanesulfonylchloride), CS(=O)(=O)Cl (methanesulfonylchloride). Solvent: ClCCl (dichloromethane). Reaction conditions: time 90 minute. The product is C1(CCCCC1)CCCN1CC2C(C2C1)(C)C=1C=C(C=CC1)NS(=O)(=O)C (N-{3-[3-(3-Cyclohexylpropyl)-6-methyl-3-azabicyclo[3.1.0]hex-6-yl]phenyl}methanesulfonamide). Yield: 57.6%. Reaction SMILES: [CH:1]1([CH2:7][CH2:8][CH2:9][N:10]2[CH2:15][CH:14]3[CH:12]([C:13]3([C:17]3[CH:18]=[C:19]([NH2:23])[CH:20]=[CH:21][CH:22]=3)[CH3:16])[CH2:11]2)[CH2:6][CH2:5][CH2:4][CH2:3][CH2:2]1.N1C=CC=CC=1.[CH3:30][S:31](Cl)(=[O:33])=[O:32]>ClCCl>[CH:1]1([CH2:7][CH2:8][CH2:9][N:10]2[CH2:15][CH:14]3[CH:12]([C:13]3([C:17]3[CH:18]=[C:19]([NH:23][S:31]([CH3:30])(=[O:33])=[O:32])[CH:20]=[CH:21][CH:22]=3)[CH3:16])[CH2:11]2)[CH2:6][CH2:5][CH2:4][CH2:3][CH2:2]1. Procedure details: To a solution of 3-[3-(3-cyclohexylpropyl)-6-methyl-3-azabicyclo[3.1.0]-hex-6-yl]phenylamine (Preparation 10, 25 mg, 0.08 mmol) in dichloromethane (2 ml) at 0° C. under nitrogen was added pyridine (20 μl, 0.24 mmol) then dropwise over 5 minutes methanesulfonylchloride (25 μl, 37 mg, 0.32 mmol). The mixture was allowed to warm to room temperature and was stirred for 90 minutes. Further methanesulfonylchloride (10 μl, 15 mg, 0.13 mmol) was added and the mixture was stirred for 1 hour. The mixture ... The reactants are 17.4, NC1=C(C(=O)OC)C=CC=C1 (methyl 2-aminobenzoate), BrC1=CC=C(C=O)C=C1 (4-bromobenzaldehyde), C(C)(=O)O (acetic acid), [C-]#N.[K+] (potassium cyanide). Solvent: O (water). Conditions: time 19 hour. Yields the product 25, BrC1=CC=C(C=C1)C(C#N)NC1=C(C(=O)OC)C=CC=C1 (methyl 2-{[(4-bromophenyl)cyanomethyl]amino}benzoate). RXN SMILES: [NH2:1][C:2]1[CH:11]=[CH:10][CH:9]=[CH:8][C:3]=1[C:4]([O:6][CH3:7])=[O:5].[Br:12][C:13]1[CH:20]=[CH:19][C:16]([CH:17]=O)=[CH:15][CH:14]=1.C(O)(=O)C.[C-:25]#[N:26].[K+]>O>[Br:12][C:13]1[CH:20]=[CH:19][C:16]([CH:17]([NH:1][C:2]2[CH:11]=[CH:10][CH:9]=[CH:8][C:3]=2[C:4]([O:6][CH3:7])=[O:5])[C:25]#[N:26])=[CH:15][CH:14]=1 |f:3.4|. Reported procedure: To a stirred mixture of 17.4 parts of methyl 2-aminobenzoate 18.5 parts of 4-bromobenzaldehyde in 200 parts of glacial acetic acid is added dropwise a solution of 8.15 parts of potassium cyanide in 15 parts of water, while keeping the temperature below 16° C. Upon completion, stirring is continued for 19 hours at room temperature. The precipitated product is filtered off, washed with 2,2'-oxybispropane and dried in vacuo, yielding 25 parts of methyl 2-{[(4-bromophenyl)cyanomethyl]amino}benzoate;... Starting materials: CC(C)(C)OC(=O)NC(Cc1c[nH]c2ccccc12)C(=O)O, c1ccc2c(c1)CCNC2, ClCCCl, C1CCOC1, CCN(C(C)C)C(C)C, Oc1cccc2[nH]nnc12. Yields the product CC(C)(C)OC(=O)NC(Cc1c[nH]c2ccccc12)C(=O)N1CCc2ccccc2C1. RXN SMILES: [C:1]([CH3:2])([CH3:3])([CH3:4])[O:5][C:6](=[O:7])[NH:8][CH:9]([CH2:10][c:11]1[cH:12][nH:13][c:14]2[cH:15][cH:16][cH:17][cH:18][c:19]12)[C:20](=[O:21])[OH:22].[CH2:23]1[NH:24][CH2:25][CH2:26][c:27]2[cH:28][cH:29][cH:30][cH:31][c:32]21.[CH2:52]([Cl:53])[CH2:54][Cl:55].[CH2:56]1[O:57][CH2:58][CH2:59][CH2:60]1.[CH:43]([N:44]([CH:45]([CH3:46])[CH3:47])[CH2:48][CH3:49])([CH3:50])[CH3:51].[OH:33][c:34]1[c:35]2[n:36][n:37][nH:38][c:39]2[cH:40][cH:41][cH:42]1>>[C:1]([CH3:2])([CH3:3])([CH3:4])[O:5][C:6](=[O:7])[NH:8][CH:9]([CH2:10][c:11]1[cH:12][nH:13][c:14]2[cH:15][cH:16][cH:17][cH:18][c:19]12)[C:20](=[O:22])[N:24]1[CH2:23][c:32]2[c:27]([cH:28][cH:29][cH:30][cH:31]2)[CH2:26][CH2:25]1. The reactants are O1C(CCCC1)OCC#CC(COCCC)OC(C)=O (1-(2-Tetrahydropyranyloxy)-4-acetoxy-5-propoxy-2-pentyne), [H][H] (hydrogen). The reagents and catalysts are [Pd] (Palladium on carbon). Run in C(C)(=O)OCC (ethyl acetate). Product: O1C(CCCC1)OCCCC(COCCC)OC(C)=O (1-(2-Tetrahydropyranyloxy)-4-acetoxy-5-propoxypentane). RXN SMILES: [O:1]1[CH2:6][CH2:5][CH2:4][CH2:3][CH:2]1[O:7][CH2:8][C:9]#[C:10][CH:11]([O:17][C:18](=[O:20])[CH3:19])[CH2:12][O:13][CH2:14][CH2:15][CH3:16].[H][H]>C(OCC)(=O)C.[Pd]>[O:1]1[CH2:6][CH2:5][CH2:4][CH2:3][CH:2]1[O:7][CH2:8][CH2:9][CH2:10][CH:11]([O:17][C:18](=[O:20])[CH3:19])[CH2:12][O:13][CH2:14][CH2:15][CH3:16]. Procedure: 1-(2-Tetrahydropyranyloxy)-4-acetoxy-5-propoxy-2-pentyne (10.8 g., 0.04 mole) is dissolved in ethyl acetate (100 ml.). 5% Palladium on carbon is added and the mixture is hydrogenated on the Parr apparatus at an initial pressure of 41 lbs./in2 and 25° C. When 0.08 mole of hydrogen is absorbed, the catalyst is removed by filtration and the solvent is evaporated under vacuum to give the title compound as a light orange residual oil. The reactants are COC(CC(CN=[N+]=[N-])NC(=O)OC(C)(C)C)=O (4-azido-3-tert-butoxycarbonylamino-butyric acid methyl ester), [Li+].[OH-] (LiOH). Solvent: C1CCOC1 (THF). The product is N(=[N+]=[N-])CC(CC(=O)O)NC(=O)OC(C)(C)C (4-azido-3-tert-butoxycarbonylamino-butyric acid). RXN SMILES: C[O:2][C:3](=[O:18])[CH2:4][CH:5]([NH:10][C:11]([O:13][C:14]([CH3:17])([CH3:16])[CH3:15])=[O:12])[CH2:6][N:7]=[N+:8]=[N-:9].[Li+].[OH-]>C1COCC1>[N:7]([CH2:6][CH:5]([NH:10][C:11]([O:13][C:14]([CH3:17])([CH3:16])[CH3:15])=[O:12])[CH2:4][C:3]([OH:18])=[O:2])=[N+:8]=[N-:9] |f:1.2|. Reported procedure: DL-4-azido-3-tert-butoxycarbonylamino-butyric acid methyl ester (450 mg, 1.74 mmol) was dissolved in THF (12 mL) and hydrolized by adding an aqueous solution of LiOH (393 mg). The reactants are CCCCO, CCN(C(C)C)C(C)C, ClC(Cl)Cl, Cc1cc(N(C)C)nc(Cl)n1, CC(C)(C)OC(=O)N1CC(N)C(O)C1, [Na+], O=C([O-])O. Product: Cc1cc(N(C)C)nc(NC2CN(C(=O)OC(C)(C)C)CC2O)n1. RXN SMILES: [CH2:44]([OH:45])[CH2:46][CH2:47][CH3:48].[CH:26]([N:27]([CH2:28][CH3:29])[CH:30]([CH3:31])[CH3:32])([CH3:33])[CH3:34].[CH:40]([Cl:41])([Cl:42])[Cl:43].[Cl:1][c:2]1[n:3][c:4]([CH3:11])[cH:5][c:6]([N:8]([CH3:9])[CH3:10])[n:7]1.[NH2:12][CH:13]1[CH2:14][N:15]([C:19](=[O:20])[O:21][C:22]([CH3:23])([CH3:24])[CH3:25])[CH2:16][CH:17]1[OH:18].[Na+:35].[OH:36][C:37](=[O:38])[O-:39]>>[c:2]1([NH:12][CH:13]2[CH2:14][N:15]([C:19](=[O:20])[O:21][C:22]([CH3:23])([CH3:24])[CH3:25])[CH2:16][CH:17]2[OH:18])[n:3][c:4]([CH3:11])[cH:5][c:6]([N:8]([CH3:9])[CH3:10])[n:7]1. Starting materials: ClC1=NC=CC=C1OC1=CC=CC=C1 (2-chloro-3-phenoxypyridine), N1CCNCC1 (piperazine). Solvent: C(CCC)O (n-butanol). The product is O(C1=CC=CC=C1)C=1C(=NC=CC1)N1CCNCC1 (3-phenoxy-2-piperazinylpyridine). RXN SMILES: Cl[C:2]1[C:7]([O:8][C:9]2[CH:14]=[CH:13][CH:12]=[CH:11][CH:10]=2)=[CH:6][CH:5]=[CH:4][N:3]=1.[NH:15]1[CH2:20][CH2:19][NH:18][CH2:17][CH2:16]1>C(O)CCC>[O:8]([C:7]1[C:2]([N:15]2[CH2:20][CH2:19][NH:18][CH2:17][CH2:16]2)=[N:3][CH:4]=[CH:5][CH:6]=1)[C:9]1[CH:14]=[CH:13][CH:12]=[CH:11][CH:10]=1. Procedure: To a solution of 10.5 g of 2-chloro-3-phenoxypyridine in 25 ml of n-butanol is added 20 g of piperazine and the solution is refluxed for 24 hours. The resulting mixture is concentrated at reduced pressure. The residue is shaken with 500 ml of ether and excess dilute aqueous sodium hydroxide. The organic phase is separated, dried and filtered. The filtrate is concentrated and the product distilled to give 3-phenoxy-2-piperazinylpyridine; bp, 115°-117° C./0.15 mm, crystallized and has a mp 56°-59°... Starting materials: O=C=Nc1ccc2c(c1)OCO2, CO, CC#N, ClCCl, CN(C)CCN1C(=O)c2cccc3cc4cccc(N)c4c(c23)C1=O. The product is CN(C)CCN1C(=O)c2cccc3cc4cccc(NC(=O)Nc5ccc6c(c5)OCO6)c4c(c23)C1=O. Reaction SMILES: [CH2:26]1[O:27][c:28]2[cH:29][c:30]([N:35]=[C:36]=[O:37])[cH:31][cH:32][c:33]2[O:34]1.[CH3:41][OH:42].[CH3:43][C:44]#[N:45].[Cl:38][CH2:39][Cl:40].[NH2:1][c:2]1[cH:3][cH:4][cH:5][c:6]2[cH:7][c:8]3[c:9]4[c:10]([cH:23][cH:24][cH:25]3)[C:11](=[O:22])[N:12]([CH2:17][CH2:18][N:19]([CH3:20])[CH3:21])[C:13](=[O:16])[c:14]4[c:15]12>>[NH:1]([c:2]1[cH:3][cH:4][cH:5][c:6]2[cH:7][c:8]3[c:9]4[c:10]([cH:23][cH:24][cH:25]3)[C:11](=[O:22])[N:12]([CH2:17][CH2:18][N:19]([CH3:20])[CH3:21])[C:13](=[O:16])[c:14]4[c:15]12)[C:36]([NH:35][c:30]1[cH:29][c:28]2[c:33]([cH:32][cH:31]1)[O:34][CH2:26][O:27]2)=[O:37]. Reactants: ClC1=NC=2N(C(=C1)NC1CC1)N=CC2 (5-chloro-N-cyclopropylpyrazolo[1,5-a]pyrimidin-7-amine), NC1=CC(=C(C=C1)O)Cl (4-amino-2-chlorophenol), Cl (HCl). Run in CCO (EtOH). The product is ClC1=C(C=CC(=C1)NC1=NC=2N(C(=C1)NC1CC1)N=CC2)O (2-chloro-4-(7-(cyclopropylamino)pyrazolo[1,5-a]pyrimidin-5-ylamino)phenol). Isolated yield 76.9%. As a reaction SMILES: Cl[C:2]1[CH:7]=[C:6]([NH:8][CH:9]2[CH2:11][CH2:10]2)[N:5]2[N:12]=[CH:13][CH:14]=[C:4]2[N:3]=1.[NH2:15][C:16]1[CH:21]=[CH:20][C:19]([OH:22])=[C:18]([Cl:23])[CH:17]=1.Cl>CCO>[Cl:23][C:18]1[CH:17]=[C:16]([NH:15][C:2]2[CH:7]=[C:6]([NH:8][CH:9]3[CH2:11][CH2:10]3)[N:5]3[N:12]=[CH:13][CH:14]=[C:4]3[N:3]=2)[CH:21]=[CH:20][C:19]=1[OH:22]. Reported procedure: To 5-chloro-N-cyclopropylpyrazolo[1,5-a]pyrimidin-7-amine (500 mg, 2.396 mmol) in EtOH (10 mL) was added 4-amino-2-chlorophenol (516 mg, 3.59 mmol) followed by concentrated HCl (0.218 mL, 2.64 mmol). The reaction mixture was stirred at reflux temperature for 4 days. Removed 5 mL of EtOH on rotavap followed by addition of 5 mL of diethyl ether. The resulting solid was filtered off and rinsed with diethyl ether. Dried under nitrogen to provide 582 mg (77%) of 2-chloro-4-(7-(cyclopropylamino)pyrazo... The reactants are [H-].[Al+3].[Li+].[H-].[H-].[H-] (lithium aluminum hydride), C(C)NCC (diethylamine), O=C1CC(CN1CC1=CC=CC=C1)C(=O)O (5-oxo-1-(phenylmethyl)-3-pyrrolidinecarboxylic acid), CN1CCOCC1 (N-methylmorpholine), C(=O)=O (Carbon dioxide), ClC(=O)OCC (ethyl chloroformate), C(C)NCC (diethylamine). Run in O1CCCC1 (tetrahydrofuran), ClCCl (dichloromethane), ClCCl (dichloromethane), ClCCl (dichloromethane). Conditions: temperature -25 celsius, time 4 hour. The product is C(C)N(CC1CN(CC1)CC1=CC=CC=C1)CC (N,N-diethyl-1-(phenylmethyl)-3-pyrrolidinemethanamine). Isolated yield 69.8%. Reaction SMILES: O=[C:2]1[N:6]([CH2:7][C:8]2[CH:13]=[CH:12][CH:11]=[CH:10][CH:9]=2)[CH2:5][CH:4]([C:14](O)=O)[CH2:3]1.C[N:18]1[CH2:23][CH2:22]O[CH2:20][CH2:19]1.ClC(OCC)=O.C(NCC)C.C(=O)=O.[H-].[Al+3].[Li+].[H-].[H-].[H-]>ClCCl.O1CCCC1>[CH2:19]([N:18]([CH2:23][CH3:22])[CH2:14][CH:4]1[CH2:3][CH2:2][N:6]([CH2:7][C:8]2[CH:13]=[CH:12][CH:11]=[CH:10][CH:9]=2)[CH2:5]1)[CH3:20] |f:5.6.7.8.9.10|. Procedure: To a solution of 32.9 g (0.15 mole) 5-oxo-1-(phenylmethyl)-3-pyrrolidinecarboxylic acid [J. Org. Chem., 26, 1519 (1961)] and 300 ml of dichloromethane was added 15.2 g (0.15 mole) of N-methylmorpholine. After 15 minutes the solution was cooled to -25° C. and 16.3 g (0.15 mole) of ethyl chloroformate was added. After an additional ten minutes, a solution of 13.5 g (0.18 mole) of diethylamine and 18 ml dichloromethane was added to the reaction. Carbon dioxide was evolved and after 1.5 h another 10...